From a dataset of the Open Reaction Database (ORD), a public repository of structured organic reaction records. describe an organic reaction: reactants, conditions, products, and yield Starting materials: C(CCC)(=O)OC1CN2CCC1CC2 (3-quinuclidinyl butyrate), O.[OH-].[Na+] (water NaOH). Yields the product N12[C@@H](CC(CC1)CC2)O ((R)-quinuclidinol). As a reaction SMILES: C(O[CH:7]1[CH:12]2[CH2:13][CH2:14][N:9]([CH2:10][CH2:11]2)[CH2:8]1)(=O)CCC.[OH2:15].[OH-].[Na+]>>[N:9]12[CH2:14][CH2:13][CH:12]([CH2:11][CH2:10]1)[CH2:7][C@H:8]2[OH:15] |f:1.2.3|. Procedure: The resulting (R) 3-quinuclidinyl butyrate was hydrolyzed with water-NaOH and then recrystallized from toluene to give (R)-quinuclidinol. Specific rotation [α]24D =-45 (1N HCl). Yields the product O=C1CCN(c2ccc(N3CC(CO)OC3=O)cc2)CC1F. As a reaction SMILES: [CH3:1][O:2][C:3]1([O:24][CH3:25])[CH:4]([F:23])[CH2:5][N:6]([c:9]2[cH:10][cH:11][c:12]([N:15]3[C:16](=[O:22])[O:17][CH:18]([CH2:20][OH:21])[CH2:19]3)[cH:13][cH:14]2)[CH2:7][CH2:8]1.[CH3:26][S:27][CH3:28].[CH3:29][C:30](=[O:31])[Cl:32].[Cl-:33].[Cl-:35].[Zn+2:34]>>[O:2]=[C:3]1[CH:4]([F:23])[CH2:5][N:6]([c:9]2[cH:10][cH:11][c:12]([N:15]3[C:16](=[O:22])[O:17][CH:18]([CH2:20][OH:21])[CH2:19]3)[cH:13][cH:14]2)[CH2:7][CH2:8]1. Reactants: COC1(OC)CCN(c2ccc(N3CC(CO)OC3=O)cc2)CC1F, CSC, CC(=O)Cl, [Cl-], [Cl-], [Zn+2]. Starting materials: O=C(NC)C1=CC=C(C=C1)C(F)(F)F. The reagents and catalysts are O=C(NC1=CC=CC2=C1NC(=C2C)C)C=3C=NC(=CC3)C4=NC=CC=C4, O1B(OC(C)(C)C1(C)C)B2OC(C)(C)C(O2)(C)C, C[OH2+].C[OH2+].C1CC=CCCC=C1.C1CC=CCCC=C1.[Ir].[Ir]. Run in O1CCCC1. Reaction conditions: temperature 60 celsius, time 96 hour. Product: O=C(NC)C1=CC=C(C=C1B2OC(C)(C)C(O2)(C)C)C(F)(F)F. The yield is 77.0%. Reported procedure: Isolated by chromatography using deactivated silica gel and ethyl acetate and petroleum ether (10:1 to 1:1) as the eluent. The reactants are Cc1c(Br)c2c(c(C)c1NC(=O)CC(C)(C)C)C(c1ccc(C(C)C)cc1)CO2, CCOC(C)=O, CCCCCC, OB(O)c1ccc(F)nc1. Yields the product Cc1c(NC(=O)CC(C)(C)C)c(C)c2c(c1-c1ccc(F)nc1)OCC2c1ccc(C(C)C)cc1. As a reaction SMILES: [Br:1][c:2]1[c:3]([CH3:29])[c:4]([NH:21][C:22]([CH2:23][C:24]([CH3:25])([CH3:26])[CH3:27])=[O:28])[c:5]([CH3:20])[c:6]2[c:10]1[O:9][CH2:8][CH:7]2[c:11]1[cH:12][cH:13][c:14]([CH:17]([CH3:18])[CH3:19])[cH:15][cH:16]1.[C:40]([O:41][CH2:42][CH3:43])(=[O:44])[CH3:45].[CH3:46][CH2:47][CH2:48][CH2:49][CH2:50][CH3:51].[F:30][c:31]1[cH:32][cH:33][c:34]([B:37]([OH:38])[OH:39])[cH:35][n:36]1>>[c:2]1(-[c:34]2[cH:33][cH:32][c:31]([F:30])[n:36][cH:35]2)[c:3]([CH3:29])[c:4]([NH:21][C:22]([CH2:23][C:24]([CH3:25])([CH3:26])[CH3:27])=[O:28])[c:5]([CH3:20])[c:6]2[c:10]1[O:9][CH2:8][CH:7]2[c:11]1[cH:12][cH:13][c:14]([CH:17]([CH3:18])[CH3:19])[cH:15][cH:16]1. Starting materials: C(C)(=O)NC=1SC(=C(N1)CN1CCN(CC1)C(C1=CC=CC=C1)C1=CC=CC=C1)Cl (2-acetamido-4-(4-benzhydrylpiperazin-1-ylmethyl)-5-chlorothiazole), Cl (hydrochloric acid). Run in CO (methanol). Product: Cl.Cl.Cl.NC=1SC(=C(N1)CN1CCN(CC1)C(C1=CC=CC=C1)C1=CC=CC=C1)Cl (2-amino-4-(4-benzhydrylpiperazin-1-ylmethyl)-5-chlorothiazole trihydrochloride). As a reaction SMILES: C([NH:4][C:5]1[S:6][C:7]([Cl:30])=[C:8]([CH2:10][N:11]2[CH2:16][CH2:15][N:14]([CH:17]([C:24]3[CH:29]=[CH:28][CH:27]=[CH:26][CH:25]=3)[C:18]3[CH:23]=[CH:22][CH:21]=[CH:20][CH:19]=3)[CH2:13][CH2:12]2)[N:9]=1)(=O)C.[ClH:31]>CO>[ClH:30].[ClH:31].[ClH:30].[NH2:4][C:5]1[S:6][C:7]([Cl:30])=[C:8]([CH2:10][N:11]2[CH2:16][CH2:15][N:14]([CH:17]([C:18]3[CH:23]=[CH:22][CH:21]=[CH:20][CH:19]=3)[C:24]3[CH:29]=[CH:28][CH:27]=[CH:26][CH:25]=3)[CH2:13][CH2:12]2)[N:9]=1 |f:3.4.5.6|. Reported procedure: A mixture of 2-acetamido-4-(4-benzhydrylpiperazin-1-ylmethyl)-5-chlorothiazole (5.4 g), methanol (50 ml) and conc. hydrochloric acid (12.5 ml) was refluxed under heating for 6 hours. After concentration of the reaction mixture, the resultant crystals were recrystallized from methanol to obtain white crystals (1.3 g) of 2-amino-4-(4-benzhydrylpiperazin-1-ylmethyl)-5-chlorothiazole trihydrochloride, mp 210°-250° C. Starting materials: C(C)(C)(C)C1=CC(=C(C=N1)C=1N([C@]([C@](N1)(C)C1=CC=C(C=C1)Cl)(C)C1=CC=C(C=C1)Cl)C(=O)Cl)OCC ((4S,5R)-2-(6-tert-butyl-4-ethoxy-pyridin-3-yl)-4,5-bis-(4-chloro-phenyl)-4,5-dimethyl-4,5-dihydro-imidazole-1-carbonyl chloride), Cl.Cl.N1(CCNCC1)C(CNC=1SC=CN1)=O (1-piperazin-1-yl-2-(thiazol-2-ylamino)-ethanone dihydrochloride). The product is C(C)(C)(C)C1=CC(=C(C=N1)C=1N([C@]([C@](N1)(C)C1=CC=C(C=C1)Cl)(C)C1=CC=C(C=C1)Cl)C(=O)N1CCN(CC1)C(CNC=1SC=CN1)=O)OCC (1-{4-[(4S,5R)-2-(6-tert-Butyl-4-ethoxy-pyridin-3-yl)-4,5-bis-(4-chloro-phenyl)-4,5-dimethyl-4,5-dihydro-imidazole-1-carbonyl]-piperazin-1-yl}-2-(thiazol-2-ylamino)-ethanone). RXN SMILES: [C:1]([C:5]1[N:10]=[CH:9][C:8]([C:11]2[N:12]([C:32](Cl)=[O:33])[C@@:13]([C:25]3[CH:30]=[CH:29][C:28]([Cl:31])=[CH:27][CH:26]=3)([CH3:24])[C@@:14]([C:17]3[CH:22]=[CH:21][C:20]([Cl:23])=[CH:19][CH:18]=3)([CH3:16])[N:15]=2)=[C:7]([O:35][CH2:36][CH3:37])[CH:6]=1)([CH3:4])([CH3:3])[CH3:2].Cl.Cl.[N:40]1([C:46](=[O:54])[CH2:47][NH:48][C:49]2[S:50][CH:51]=[CH:52][N:53]=2)[CH2:45][CH2:44][NH:43][CH2:42][CH2:41]1>>[C:1]([C:5]1[N:10]=[CH:9][C:8]([C:11]2[N:12]([C:32]([N:43]3[CH2:42][CH2:41][N:40]([C:46](=[O:54])[CH2:47][NH:48][C:49]4[S:50][CH:51]=[CH:52][N:53]=4)[CH2:45][CH2:44]3)=[O:33])[C@@:13]([C:25]3[CH:26]=[CH:27][C:28]([Cl:31])=[CH:29][CH:30]=3)([CH3:24])[C@@:14]([C:17]3[CH:18]=[CH:19][C:20]([Cl:23])=[CH:21][CH:22]=3)([CH3:16])[N:15]=2)=[C:7]([O:35][CH2:36][CH3:37])[CH:6]=1)([CH3:2])([CH3:3])[CH3:4] |f:1.2.3|. Reported procedure: In a manner analogous to the method described in examples 8, (4S,5R)-2-(6-tert-butyl-4-ethoxy-pyridin-3-yl)-4,5-bis-(4-chloro-phenyl)-4,5-dimethyl-4,5-dihydro-imidazole-1-carbonyl chloride (example 51) was coupled with 1-piperazin-1-yl-2-(thiazol-2-ylamino)-ethanone dihydrochloride (Oakwood) to give the title compound. HR-MS (ES, m/z) calculated for C38H44Cl2N7O3S [(M+H)+] 748.2598, observed 748.2602. The reactants are CC1=C(C=CC=C1)N1CCC=2C(NC=3C(=CC=CC3C21)C)=O (1-(2-Methylphenyl)-4-oxo-6-methyl-2,3,4,5-tetrahydropyrrolo[3,2-c]quinoline), P(=O)(Cl)(Cl)Cl (phosphoryl chloride), [OH-].[Na+] (sodium hydroxide). Reaction SMILES: [CH3:1][C:2]1[CH:7]=[CH:6][CH:5]=[CH:4][C:3]=1[N:8]1[C:20]2[C:19]3[CH:18]=[CH:17][CH:16]=[C:15]([CH3:21])[C:14]=3[NH:13][C:12](=O)[C:11]=2[CH2:10][CH2:9]1.[OH-].[Na+].P(Cl)(Cl)([Cl:27])=O>>[CH3:1][C:2]1[CH:7]=[CH:6][CH:5]=[CH:4][C:3]=1[N:8]1[C:20]2[C:19]3[CH:18]=[CH:17][CH:16]=[C:15]([CH3:21])[C:14]=3[N:13]=[C:12]([Cl:27])[C:11]=2[CH2:10][CH2:9]1 |f:1.2|. Procedure: 1-(2-Methylphenyl)-4-oxo-6-methyl-2,3,4,5-tetrahydropyrrolo[3,2-c]quinoline(16 g) was dissolved in phosphoryl chloride (100 ml) and heated at reflux for 5 hours. After cooling, the solution was poured onto ice, made alkaline with aqueous sodium hydroxide solution, and extracted with dichloromethane, which was dried and evaporated. Crystallisation from ethyl acetate gave 1-(2-methylphenyl)-4-chloro-6-methyl-2,3-dihydropyrrolo-[3,2-c]quinoline, which was used without further purification. Product: CC1=C(C=CC=C1)N1CCC=2C(=NC=3C(=CC=CC3C21)C)Cl (1-(2-methylphenyl)-4-chloro-6-methyl-2,3-dihydropyrrolo-[3,2-c]quinoline).